This data is from the Open Reaction Database (ORD), a public repository of structured organic reaction records. The task is: describe an organic reaction: reactants, conditions, products, and yield Reactants: [BH-](OC(=O)C)(OC(=O)C)OC(=O)C.[Na+] (NaBH(OAc)3), C(=O)C=1C=C(C(=O)O)C=C(C1)C (3-formyl-5-methyl-benzoic acid), CC(=O)O (AcOH), C(C)NC (N-ethyl-methylamine). The solvent is C(Cl)Cl (DCM), CN1CCCC1=O (NMP). Reaction conditions: time 16 hour. Product: C(C)N(C)CC=1C=C(C(=O)O)C=C(C1)C (3-[(ethyl-methyl-amino)-methyl]-5-methyl-benzoic acid). The yield is 46.8%. RXN SMILES: [CH:1]([C:3]1[CH:4]=[C:5]([CH:9]=[C:10]([CH3:12])[CH:11]=1)[C:6]([OH:8])=[O:7])=O.CC(O)=O.[CH2:17]([NH:19][CH3:20])[CH3:18].[BH-](OC(C)=O)(OC(C)=O)OC(C)=O.[Na+]>C(Cl)Cl.CN1C(=O)CCC1>[CH2:17]([N:19]([CH2:1][C:3]1[CH:4]=[C:5]([CH:9]=[C:10]([CH3:12])[CH:11]=1)[C:6]([OH:8])=[O:7])[CH3:20])[CH3:18] |f:3.4|. Reported procedure: To a solution of 3-formyl-5-methyl-benzoic acid (2.83 g, 17.2 mmol) in DCM (100 mL) and NMP (15 mL), AcOH (3.17 g, 51.7 mmol) and N-ethyl-methylamine (4.08 g, 69.0 mmol) is added. The mixture is stirred at rt for 45 min before NaBH(OAc)3 (8.12 g, 34.5 mmol) is added. The mixture is stirred at rt for 16 h before it is concentrated. The remaining residue is dissolved in MeCN and DMF and filtered over a paper filter. The filtrate is separated by prep. HPLC (Waters XBridge 50×50 mm+100×50 mm, elutin... The product is BrC1=CC=C(OC2CNCCC3=C2C=C(C(=C3)OC)OC)C=C1 (1-(4-bromophenoxy)-7,8-dimethoxy-2,3,4,5-tetrahydro-3-benzazepine). The solvent is CO (methanol). Isolated yield 28.8%. RXN SMILES: C(O)(=O)C(O)=O.[CH3:7][O:8][C:9]1[C:26]([O:27][CH3:28])=[CH:25][C:12]2[CH:13]([O:18][C:19]3[CH:24]=[CH:23][CH:22]=[CH:21][CH:20]=3)[CH2:14][NH:15][CH2:16][CH2:17][C:11]=2[CH:10]=1.Cl.[Br:30]N1C(=O)CCC1=O>CO>[Br:30][C:22]1[CH:23]=[CH:24][C:19]([O:18][CH:13]2[C:12]3[CH:25]=[C:26]([O:27][CH3:28])[C:9]([O:8][CH3:7])=[CH:10][C:11]=3[CH2:17][CH2:16][NH:15][CH2:14]2)=[CH:20][CH:21]=1 |f:0.1|. Procedure: A solution of 7,8-dimethoxy-1-phenoxy-2,3,4,5-tetrahydro-3-benzazepine of Example 35 (6.5 g, 22 mmole) in 300 ml methanol was acidified to pH 1 with ethereal hydrogen chloride. After this solution was cooled with an ice bath, N-bromosuccinimide (4.2 g, 24 mmole) was added. The reaction mixture slowly warmed to ambient temperature, was evaporated, stirred with water, basified with saturated sodium carbonate and was extracted with ethyl acetate-ether. The organic extracts were washed with water, s... Starting materials: C(C(=O)O)(=O)O.COC1=CC2=C(C(CNCC2)OC2=CC=CC=C2)C=C1OC (7,8-dimethoxy-1-phenoxy-2,3,4,5-tetrahydro-3-benzazepine oxalate), Cl (hydrogen chloride), BrN1C(CCC1=O)=O (N-bromosuccinimide). Reactants: FC(C(OC(F)(F)F)F)(OC1=CC=C(C(C)Br)C=C1)F (4-(1,1,2-trifluoro-2-trifluoromethoxy-ethoxy)-α-methylbenzyl bromide), C(C)(C)(C)N1N=CC(=C(C1=O)Cl)S (2-tert.-butyl-4-chloro-5-mercapto-3(2H)-pyridazinone), C([O-])([O-])=O.[K+].[K+] (potassium carbonate). The yield is 30.1%. Procedure details: 1.4 g of 4-(1,1,2-trifluoro-2-trifluoromethoxy-ethoxy)-α-methyl-benzyl bromide (Example 2) and 1 g of 2-tert.-butyl-4-chloro-5-mercapto-3(2H)-pyridazinone are added to a suspension of 0.8 g of potassium carbonate in 10 cc of dimethylformamide. The resulting reaction mixture is stirred for 1 hour at room temperature, is diluted with ether, is washed with diluted HCl and brine; the washed solution is thoroughly dehydrated, the solvent is evaporated off and the so obtained raw reaction product is c... The product is C(C)(C)(C)N1N=CC(=C(C1=O)Cl)SC(C1=CC=C(C=C1)OC(C(OC(F)(F)F)F)(F)F)C (2-tert.-butyl-4-chloro-5-[4-(1,1,2-trifluoro-2-trifluoromethoxy-ethoxy)-α-methylbenzylthio]-3(2H)-pyridazinone). As a reaction SMILES: [F:1][C:2]([F:20])([O:10][C:11]1[CH:19]=[CH:18][C:14]([CH:15](Br)[CH3:16])=[CH:13][CH:12]=1)[CH:3]([F:9])[O:4][C:5]([F:8])([F:7])[F:6].[C:21]([N:25]1[C:30](=[O:31])[C:29]([Cl:32])=[C:28]([SH:33])[CH:27]=[N:26]1)([CH3:24])([CH3:23])[CH3:22].C(=O)([O-])[O-].[K+].[K+]>CN(C)C=O.CCOCC>[C:21]([N:25]1[C:30](=[O:31])[C:29]([Cl:32])=[C:28]([S:33][CH:15]([CH3:16])[C:14]2[CH:18]=[CH:19][C:11]([O:10][C:2]([F:20])([F:1])[CH:3]([F:9])[O:4][C:5]([F:8])([F:7])[F:6])=[CH:12][CH:13]=2)[CH:27]=[N:26]1)([CH3:24])([CH3:22])[CH3:23] |f:2.3.4|. Solvent: CN(C=O)C (dimethylformamide), CCOCC (ether). Reaction conditions: time 1 hour. Starting materials: O (water), ClC1=NC(=NC(=C1CCO)Cl)N1[C@H](COCC1)C (2-{4,6-dichloro-2-[(3S)-3-methylmorpholin-4-yl]pyrimidin-5-yl}ethanol), C(C)(C)(C)OC(=O)N1CC(C1)N (3-amino-azetidine-1-carboxylic acid tert-butyl ester), CCN(C(C)C)C(C)C (DIPEA). Run in CS(=O)C (DMSO). Run at temperature 75 celsius. The product is ClC1=C(C(=NC(=N1)N1[C@H](COCC1)C)NC1CN(C1)C(=O)OC(C)(C)C)CCO (tert-butyl 3-({6-chloro-5-(2-hydroxyethyl)-2-[(3S)-3-methylmorpholin-4-yl]pyrimidin-4-yl}amino)azetidine-1-carboxylate). The yield is 86.2%. Reaction SMILES: Cl[C:2]1[C:7]([CH2:8][CH2:9][OH:10])=[C:6]([Cl:11])[N:5]=[C:4]([N:12]2[CH2:17][CH2:16][O:15][CH2:14][C@@H:13]2[CH3:18])[N:3]=1.[C:19]([O:23][C:24]([N:26]1[CH2:29][CH:28]([NH2:30])[CH2:27]1)=[O:25])([CH3:22])([CH3:21])[CH3:20].CCN(C(C)C)C(C)C.O>CS(C)=O>[Cl:11][C:6]1[N:5]=[C:4]([N:12]2[CH2:17][CH2:16][O:15][CH2:14][C@@H:13]2[CH3:18])[N:3]=[C:2]([NH:30][CH:28]2[CH2:27][N:26]([C:24]([O:23][C:19]([CH3:22])([CH3:21])[CH3:20])=[O:25])[CH2:29]2)[C:7]=1[CH2:8][CH2:9][OH:10]. Reported procedure: A solution of 2-{4,6-dichloro-2-[(3S)-3-methylmorpholin-4-yl]pyrimidin-5-yl}ethanol (as prepared in Preparation 2)(0.652 g, 2.23 mmol) and 3-amino-azetidine-1-carboxylic acid tert-butyl ester (0.5 g, 2.9 mmol) in DMSO (10.0 mL) was treated with DIPEA (0.7 mL, 4 mmol) and heated at 75° C. for 5 days in a sealed tube. The mixture was poured into a flask containing water and the resulting solids were collected by filtration and rinsed with water. The solids were taken up in DCM, dried over MgSO4 an... The reactants are C1(=CC=CC=C1)S(=O)(=O)CC=CC=CC(=O)O (6-benzenesulfonyl-hexa-2,4-dienoic acid), C(C(=O)Cl)(=O)Cl (oxalyl chloride), NO (hydroxylamine). Run in ClCCl (dichloromethane), O1CCCC1 (tetrahydrofuran). Conditions: time 1 hour. Yields the product ONC(C=CC=CCS(=O)(=O)C1=CC=CC=C1)=O (6-Benzenesulfonyl-hexa-2,4-dienoic acid hydroxyamide). Isolated yield 29.6%. RXN SMILES: [C:1]1([S:7]([CH2:10][CH:11]=[CH:12][CH:13]=[CH:14][C:15]([OH:17])=O)(=[O:9])=[O:8])[CH:6]=[CH:5][CH:4]=[CH:3][CH:2]=1.C(Cl)(=O)C(Cl)=O.[NH2:24][OH:25]>ClCCl.O1CCCC1>[OH:25][NH:24][C:15](=[O:17])[CH:14]=[CH:13][CH:12]=[CH:11][CH2:10][S:7]([C:1]1[CH:6]=[CH:5][CH:4]=[CH:3][CH:2]=1)(=[O:9])=[O:8]. Reported procedure: To a solution of 6-benzenesulfonyl-hexa-2,4-dienoic acid (0.292 g, 1.15 mmol) in dry dichloromethane (5 mL) was added dropwise oxalyl chloride, at 0° C. under an atmosphere of argon. One drop on dimethylformamide was then added. After stirring at 2020 C. for one hour, a solution of aqueous hydroxylamine (50%, 0.17 mL, 2.5 mmol) in tetrahydrofuran (5 mL) was added. The mixture was stirred for an additional hour and concentrated under reduced pressure to give a yellow foam that was purified by col... Starting materials: Cl.CC1C=2C=CC(=CC2C(CC1)C)C=1N=C(SC1)N1CCC(CC1)N (1-[4-(5,8-dimethyl-5,6,7,8-tetrahydronaphthalen-2-yl)thiazol-2-yl]piperidin-4-ylamine hydrochloride), [Si](C)(C)(C(C)(C)C)OCC=O ((tert-butyldimethylsilanyloxy)acetaldehyde), Cl (HCl). The solvent is O1CCOCC1 (dioxane). Product: CC1C=2C=CC(=CC2C(CC1)C)C=1N=C(SC1)N1CCC(CC1)NCCO (2-{1-[4-(5,8-dimethyl-5,6,7,8-tetrahydronaphthalen-2-yl)thiazol-2-yl]piperidin-4-ylamino}ethanol). Reaction SMILES: Cl.[CH3:2][CH:3]1[CH2:12][CH2:11][CH:10]([CH3:13])[C:9]2[CH:8]=[C:7]([C:14]3[N:15]=[C:16]([N:19]4[CH2:24][CH2:23][CH:22]([NH2:25])[CH2:21][CH2:20]4)[S:17][CH:18]=3)[CH:6]=[CH:5][C:4]1=2.[Si]([O:33][CH2:34][CH:35]=O)(C(C)(C)C)(C)C.Cl>O1CCOCC1>[CH3:2][CH:3]1[CH2:12][CH2:11][CH:10]([CH3:13])[C:9]2[CH:8]=[C:7]([C:14]3[N:15]=[C:16]([N:19]4[CH2:24][CH2:23][CH:22]([NH:25][CH2:35][CH2:34][OH:33])[CH2:21][CH2:20]4)[S:17][CH:18]=3)[CH:6]=[CH:5][C:4]1=2 |f:0.1|. Reported procedure: The preparation is carried out as described starting from 104 mg (0.26 mmol) of 1-[4-(5,8-dimethyl-5,6,7,8-tetrahydronaphthalen-2-yl)thiazol-2-yl]piperidin-4-ylamine hydrochloride and 55 μl (0.26 mmol) of (tert-butyldimethylsilanyloxy)acetaldehyde. The protecting group is cleaved off using a 4N HCl solution in dioxane. The purification is carried out by means of preparative HPLC. The product is in the form of the hydrochloride. Starting materials: FC1=CC=C2C(=CN(C2=C1)S(=O)(=O)C1=CC=CC=C1)C=1C=NN(C1)CC1CCN(CC1)C(=O)OC(C)(C)C (tert-butyl 4-((4-(6-fluoro-1-(phenylsulfonyl)-1H-indol-3-yl)-1H-pyrazol-1-yl)methyl)piperidine-1-carboxylate), FC1=CC=C2C(=CN(C2=C1)S(=O)(=O)C1=CC=CC=C1)C=1C=NN(C1)CC1CCN(CC1)C(=O)OC(C)(C)C (tert-butyl 4-((4-(6-fluoro-1-(phenylsulfonyl)-1H-indol-3-yl)-1H-pyrazol-1-yl)methyl)piperidine-1-carboxylate), Cl (HCl). The solvent is C1CCOC1 (THF). Conditions: time 1 hour. Yields the product FC1=CC=C2C(=CN(C2=C1)S(=O)(=O)C1=CC=CC=C1)C=1C=NN(C1)CC1CCNCC1 (6-fluoro-1-(phenylsulfonyl)-3-(1-(piperidin-4-ylmethyl)-1H-pyrazol-4-yl)-1H-indole). Yield: 82.9%. RXN SMILES: [F:1][C:2]1[CH:10]=[C:9]2[C:5]([C:6]([C:20]3[CH:21]=[N:22][N:23]([CH2:25][CH:26]4[CH2:31][CH2:30][N:29](C(OC(C)(C)C)=O)[CH2:28][CH2:27]4)[CH:24]=3)=[CH:7][N:8]2[S:11]([C:14]2[CH:19]=[CH:18][CH:17]=[CH:16][CH:15]=2)(=[O:13])=[O:12])=[CH:4][CH:3]=1.Cl>C1COCC1>[F:1][C:2]1[CH:10]=[C:9]2[C:5]([C:6]([C:20]3[CH:21]=[N:22][N:23]([CH2:25][CH:26]4[CH2:31][CH2:30][NH:29][CH2:28][CH2:27]4)[CH:24]=3)=[CH:7][N:8]2[S:11]([C:14]2[CH:15]=[CH:16][CH:17]=[CH:18][CH:19]=2)(=[O:12])=[O:13])=[CH:4][CH:3]=1. Procedure details: To a solution of tert-butyl 4-((4-(6-fluoro-1-(phenylsulfonyl)-1H-indol-3-yl)-1H-pyrazol-1-yl)methyl)piperidine-1-carboxylate (Intermediate 20; 1.60 g; 2.97 mmol) in THF (10 mL) was added conc. aqueous HCl (5 mL; 36%). The reaction mixture was stirred for 1 hour and concentrated, neutralized with saturated aqueous Na2CO3 (500 mL), extracted with EtOAc (200 ml×2). The combined organic layers were dried over anhydrous Na2SO4, filtered, concentrated, and purified by reversed phase flash chromatogra...